This data is from the Open Reaction Database (ORD), a public repository of structured organic reaction records. The task is: describe an organic reaction: reactants, conditions, products, and yield Starting materials: N1=CC=CC=C1 (pyridine), O=P(Cl)(Cl)Cl (POCl3), CC1=CC=C2C(C=NNC2=C1)=O (7-Methyl-1-H-cinnolin-4-one). Run in ClC1=CC=CC=C1 (chlorobenzene). Product: ClC1=CN=NC2=CC(=CC=C12)C (4-Chloro-7-methylcinnoline). Isolated yield 69.1%. RXN SMILES: [CH3:1][C:2]1[CH:11]=[C:10]2[C:5]([C:6](=O)[CH:7]=[N:8][NH:9]2)=[CH:4][CH:3]=1.N1C=CC=CC=1.O=P(Cl)(Cl)[Cl:21]>ClC1C=CC=CC=1>[Cl:21][C:6]1[C:5]2[C:10](=[CH:11][C:2]([CH3:1])=[CH:3][CH:4]=2)[N:9]=[N:8][CH:7]=1. Reported procedure: 7-Methyl-1-H-cinnolin-4-one (1.3 g, 8.1 mmol) is treated with about 80 mL of chlorobenzene and heated until the solid dissolves. The resulting solution is cooled and treated with pyridine (0.16 mL, 2 mmol) and POCl3 (1.13 mL, 12.2 mmol). The solution is heated to reflux for 1 h then concentrated to dryness. The residue is chromatographed (20% ethyl acetate/hexane) to yield the title compound as a tan solid (˜1 g, 5.6 mmol). MS m/z (M+=178); 1H NMR (CDCl3, 300 MHz) δ9.3 (s, 1H), 8.35 (s, 1H), 8.1... The reactants are CC1=NC(=CC(=C1)C(CC1=CC=CC=C1)=O)C (1-(2,6-dimethyl-pyridin-4-yl)-2-phenyl-ethanone), BrC1=CC=C(CBr)C=C1 (4-bromobenzylbromide). Yields the product BrC1=CC=C(C=C1)CC(C(=O)C1=CC(=NC(=C1)C)C)C1=CC=CC=C1 (3-(4-Bromo-phenyl)-1-(2,6-dimethyl-pyridin-4-yl)-2-phenyl-propan-1-one). RXN SMILES: [CH3:1][C:2]1[CH:7]=[C:6]([C:8](=[O:16])[CH2:9][C:10]2[CH:15]=[CH:14][CH:13]=[CH:12][CH:11]=2)[CH:5]=[C:4]([CH3:17])[N:3]=1.[Br:18][C:19]1[CH:26]=[CH:25][C:22]([CH2:23]Br)=[CH:21][CH:20]=1>>[Br:18][C:19]1[CH:26]=[CH:25][C:22]([CH2:23][CH:9]([C:10]2[CH:15]=[CH:14][CH:13]=[CH:12][CH:11]=2)[C:8]([C:6]2[CH:5]=[C:4]([CH3:17])[N:3]=[C:2]([CH3:1])[CH:7]=2)=[O:16])=[CH:21][CH:20]=1. Procedure: In analogy to example 43, step 1, from 1-(2,6-dimethyl-pyridin-4-yl)-2-phenyl-ethanone and 4-bromobenzylbromide was prepared the title compound as a yellow oil, MS (ESI+): m/z=394.0 ([M+H]+, 1Br). The reactants are BrC1=C(N=C(N=N1)N)C1=CC=CC=C1 (6-bromo-5-phenyl-1,2,4-triazin-3-amine), ClC=1C=C(C=CC1F)B(O)O (3-chloro-4-fluorophenylboronic acid). The product is ClC=1C=C(C=CC1F)C1=C(N=C(N=N1)N)C1=CC=CC=C1 (6-(3-Chloro-4-fluorophenyl)-5-phenyl-1,2,4-triazin-3-amine). The yield is 29.3%. Reaction SMILES: Br[C:2]1[N:7]=[N:6][C:5]([NH2:8])=[N:4][C:3]=1[C:9]1[CH:14]=[CH:13][CH:12]=[CH:11][CH:10]=1.[Cl:15][C:16]1[CH:17]=[C:18](B(O)O)[CH:19]=[CH:20][C:21]=1[F:22]>>[Cl:15][C:16]1[CH:17]=[C:18]([C:2]2[N:7]=[N:6][C:5]([NH2:8])=[N:4][C:3]=2[C:9]2[CH:14]=[CH:13][CH:12]=[CH:11][CH:10]=2)[CH:19]=[CH:20][C:21]=1[F:22]. Procedure: 6-(3-Chloro-4-fluorophenyl)-5-phenyl-1,2,4-triazin-3-amine (140 mg, 29%) was prepared from 6-bromo-5-phenyl-1,2,4-triazin-3-amine (0.40 g, 1.59 mmol) and 3-chloro-4-fluorophenylboronic acid (0.33 g, 1.91 mmol) according to the general procedure of Example 1. Starting materials: N1(CCOCC1)C(=O)N.ClC=1C=C(C=CC1Cl)C1(CN(CC1)C(C1=CC(=C(C(=C1)OC)OC)OC)=O)CCN1CCC(CC1)(C(=O)O)C1=CC=CC=C1 (1-[2-[3-(3,4-dichloro-phenyl)-1-(3,4,5-trimethoxy-benzoyl)pyrrolidin-3-yl]-ethyl]-4-phenyl-piperidine-4-carboxylic acid morpholine-amide), Cl (hydrochloric acid). Run in ClCCl (dichloromethane). Yields the product Cl.N1(CCOCC1)C(=O)N.ClC=1C=C(C=CC1Cl)C1(CN(CC1)C(C1=CC(=C(C(=C1)OC)OC)OC)=O)CCN1CCC(CC1)(C(=O)O)C1=CC=CC=C1 (1-[2-[3-(3,4-dichloro-phenyl)-1-(3,4,5-trimethoxy-benzoyl)-pyrrolidin-3-yl]-ethyl]-4-phenyl-piperidine-4-carboxylic acid morpholine-amide hydrochloride). Reaction SMILES: [N:1]1([C:7]([NH2:9])=[O:8])[CH2:6][CH2:5][O:4][CH2:3][CH2:2]1.[Cl:10][C:11]1[CH:12]=[C:13]([C:18]2([CH2:37][CH2:38][N:39]3[CH2:44][CH2:43][C:42]([C:48]4[CH:53]=[CH:52][CH:51]=[CH:50][CH:49]=4)([C:45]([OH:47])=[O:46])[CH2:41][CH2:40]3)[CH2:22][CH2:21][N:20]([C:23](=[O:36])[C:24]3[CH:29]=[C:28]([O:30][CH3:31])[C:27]([O:32][CH3:33])=[C:26]([O:34][CH3:35])[CH:25]=3)[CH2:19]2)[CH:14]=[CH:15][C:16]=1[Cl:17].Cl>ClCCl>[ClH:10].[N:1]1([C:7]([NH2:9])=[O:8])[CH2:6][CH2:5][O:4][CH2:3][CH2:2]1.[Cl:10][C:11]1[CH:12]=[C:13]([C:18]2([CH2:37][CH2:38][N:39]3[CH2:44][CH2:43][C:42]([C:48]4[CH:53]=[CH:52][CH:51]=[CH:50][CH:49]=4)([C:45]([OH:47])=[O:46])[CH2:41][CH2:40]3)[CH2:22][CH2:21][N:20]([C:23](=[O:36])[C:24]3[CH:29]=[C:28]([O:30][CH3:31])[C:27]([O:32][CH3:33])=[C:26]([O:34][CH3:35])[CH:25]=3)[CH2:19]2)[CH:14]=[CH:15][C:16]=1[Cl:17] |f:0.1,4.5.6|. Procedure details: Prepare by the method of example 66.4 using 1-[2-[3-(3,4-dichloro-phenyl)-1-(3,4,5-trimethoxy-benzoyl)pyrrolidin-3-yl]-ethyl]-4-phenyl-piperidine-4-carboxylic acid morpholine-amide (2.34 g, 3.3 mmol) and dichloromethane saturated with hydrochloric acid (100 mL) to give the title compound: Rf =0.58 (silica gel, 10% methanol/dichloromethane).